From a dataset of the Open Reaction Database (ORD), a public repository of structured organic reaction records. describe an organic reaction: reactants, conditions, products, and yield Reactants: CC[N+](CC)(CC)Cc1ccccc1, CC#N, [Cl-], CC(C)c1cc(O)c([N+](=O)[O-])c(=O)[nH]1, O=P(Cl)(Cl)Cl. The product is CC(C)c1cc(Cl)c([N+](=O)[O-])c(=O)[nH]1. Reaction SMILES: [CH2:24]([N+:25]([CH2:26][CH3:27])([CH2:28][CH3:29])[CH2:30][CH3:31])[c:32]1[cH:33][cH:34][cH:35][cH:36][cH:37]1.[CH3:20][C:21]#[N:22].[Cl-:23].[OH:1][c:2]1[c:3]([N+:12](=[O:13])[O-:14])[c:4](=[O:11])[nH:5][c:6]([CH:8]([CH3:9])[CH3:10])[cH:7]1.[P:15]([Cl:16])([Cl:17])([Cl:18])=[O:19]>>[c:2]1([Cl:17])[c:3]([N+:12](=[O:13])[O-:14])[c:4](=[O:11])[nH:5][c:6]([CH:8]([CH3:9])[CH3:10])[cH:7]1. Reactants: COC(=O)C=1SC(=CC1Br)C (3-Bromo-5-methyl-thiophene-2-carboxylic acid methyl ester), [Cu](C#N)C#N (Copper cyanide). Solvent: CN1CCCC1=O (NMP), CCOC(=O)C (EtOAc). Run at temperature 220 celsius. The product is COC(=O)C=1SC(=CC1C#N)C (3-Cyano-5-methyl-thiophene-2-carboxylic acid methyl ester). Yield: 74.4%. As a reaction SMILES: [CH3:1][O:2][C:3]([C:5]1[S:6][C:7]([CH3:11])=[CH:8][C:9]=1Br)=[O:4].[Cu](C#N)[C:13]#[N:14]>CN1C(=O)CCC1.CCOC(C)=O>[CH3:1][O:2][C:3]([C:5]1[S:6][C:7]([CH3:11])=[CH:8][C:9]=1[C:13]#[N:14])=[O:4]. Reported procedure: A mixture of 3-Bromo-5-methyl-thiophene-2-carboxylic acid methyl ester (0.54 g, 2.3 mmol), and Copper cyanide (0.27 g, 2.99 mmol) in NMP (3 ml) was heated in a microwave at 220° C. for 30 min. The reaction mixture was cooled and diluted with EtOAc. The organic layer was washed with aqueous NH4OH, and brine, dried over sodium sulfate, filtered and evaporated. The solid residue was purified by column (0-20% EtOAc in hexane) to give 0.31 g (74%) white solid. Reactants: CC(=O)O[BH-](OC(C)=O)OC(C)=O, CC(=O)O, COCC1OC(n2cnc3c(NCC(c4ccccc4)c4ccccc4)nc(CN)nc32)C(O)C1O, [Na+], O=C1CCCC1. The product is COCC1OC(n2cnc3c(NCC(c4ccccc4)c4ccccc4)nc(CNC4CCCC4)nc32)C(O)C1O. Reaction SMILES: [C:43]([O:44][BH-:45]([O:46][C:47](=[O:48])[CH3:49])[O:50][C:51](=[O:52])[CH3:53])(=[O:54])[CH3:55].[CH3:57][C:58](=[O:59])[OH:60].[NH2:1][CH2:2][c:3]1[n:4][c:5]([NH:22][CH2:23][CH:24]([c:25]2[cH:26][cH:27][cH:28][cH:29][cH:30]2)[c:31]2[cH:32][cH:33][cH:34][cH:35][cH:36]2)[c:6]2[n:7][cH:8][n:9]([CH:12]3[O:13][CH:14]([CH2:19][O:20][CH3:21])[CH:15]([OH:18])[CH:16]3[OH:17])[c:10]2[n:11]1.[Na+:56].[O:37]=[C:38]1[CH2:39][CH2:40][CH2:41][CH2:42]1>>[NH:1]([CH2:2][c:3]1[n:4][c:5]([NH:22][CH2:23][CH:24]([c:25]2[cH:26][cH:27][cH:28][cH:29][cH:30]2)[c:31]2[cH:32][cH:33][cH:34][cH:35][cH:36]2)[c:6]2[n:7][cH:8][n:9]([CH:12]3[O:13][CH:14]([CH2:19][O:20][CH3:21])[CH:15]([OH:18])[CH:16]3[OH:17])[c:10]2[n:11]1)[CH:38]1[CH2:39][CH2:40][CH2:41][CH2:42]1. The reactants are NC1=NC(=CC(=N1)N)C (2,4-diamino-6-methyl pyrimidine), [OH-].[Na+] (sodium hydroxide), N(=O)[O-].[Na+] (sodium nitrite), BrC1=CC=C(N)C=C1 (p-Bromo aniline), NC(=O)N (urea), N(=O)[O-].[Na+] (sodium nitrite), BrC1=CC=C(N)C=C1 (p-bromo aniline), BrC1=CC=C(N)C=C1 (p-bromo aniline), N1=CN=CC=C1 (pyrimidine), N(=O)[O-].[Na+] (sodium nitrite). The solvent is O (water), ice-salt, O (water), C(C)O (ethanol), solution, Cl (HCl). Reaction conditions: temperature -5 celsius. Yields the product NC1=NC(=C(C(=N1)N)N=NC1=CC=C(C=C1)Br)C (2,4-Diamino-6-methyl-5-(p-bromophenylazo) pyrimidine). As a reaction SMILES: [NH2:1][C:2]1[N:7]=[C:6]([NH2:8])[CH:5]=[C:4]([CH3:9])[N:3]=1.[Br:10][C:11]1[CH:17]=[CH:16][C:14]([NH2:15])=[CH:13][CH:12]=1.[N:18]([O-])=O.[Na+].NC(N)=O.N1C=CC=NC=1.[OH-].[Na+]>O.C(O)C.Cl>[NH2:1][C:2]1[N:7]=[C:6]([NH2:8])[C:5]([N:18]=[N:15][C:14]2[CH:16]=[CH:17][C:11]([Br:10])=[CH:12][CH:13]=2)=[C:4]([CH3:9])[N:3]=1 |f:2.3,6.7|. Reported procedure: A solution of 2,4-diamino-6-methyl pyrimidine (1.0 gm) in water (60 ml) was cooled to 0° C in ice-salt bath and stirred mechanically. p-Bromo aniline (1.38 gm) was dissolved in ethanol (30 ml) and to this solution 3 N HCl (30 ml) was added. The solution was then allowed to cool to -5° C. A solution of sodium nitrite (0.553 gm) in water (5 ml) was cooled to 0° C. The sodium nitrite solution was then added to the p-bromo aniline solution. After shaking thoroughly, excess sodium nitrite was decompo... Starting materials: C(C)(C)(C)OC(=O)N1[C@@H](CCC1)COC1=CC=C(C=C1)OC1=CC=C(C=C1)Cl ((S)-2-[4-(4-Chloro-phenoxy)-phenoxymethyl]-pyrrolidine-1-carboxylic acid tert-butyl ester), Cl (HCl). Run in O1CCOCC1 (dioxane). Reaction conditions: time 8 hour. Yields the product Cl.ClC1=CC=C(OC2=CC=C(OC[C@H]3NCCC3)C=C2)C=C1 ((S)-2-[4-(4-Chloro-phenoxy)-phenoxymethyl]-pyrrolidine hydrochloride). Yield: 130.8%. RXN SMILES: C(OC([N:8]1[CH2:12][CH2:11][CH2:10][C@H:9]1[CH2:13][O:14][C:15]1[CH:20]=[CH:19][C:18]([O:21][C:22]2[CH:27]=[CH:26][C:25]([Cl:28])=[CH:24][CH:23]=2)=[CH:17][CH:16]=1)=O)(C)(C)C.Cl>O1CCOCC1>[ClH:28].[Cl:28][C:25]1[CH:26]=[CH:27][C:22]([O:21][C:18]2[CH:19]=[CH:20][C:15]([O:14][CH2:13][C@@H:9]3[CH2:10][CH2:11][CH2:12][NH:8]3)=[CH:16][CH:17]=2)=[CH:23][CH:24]=1 |f:3.4|. Reported procedure: To the product from step 3 (6.30 g, 15.6 mmol) was added 4 M HCl in dioxane (62 mL). The resulting mixture was stirred at ambient temperature overnight. The solvent was removed in vacuo. The crude product was triturated with ether and dried under reduced pressure to afford the title product (3.47 g, 65%) as an off-white solid.